From a dataset of the Open Reaction Database (ORD), a public repository of structured organic reaction records. describe an organic reaction: reactants, conditions, products, and yield Reactants: NC(=O)c1cc(OCCN(Cc2ccccc2)CC(O)c2ccccc2)ccc1O, CO, [H][H]. Yields the product NC(=O)c1cc(OCCNCC(O)c2ccccc2)ccc1O. Reaction SMILES: [CH2:1]([c:2]1[cH:3][cH:4][cH:5][cH:6][cH:7]1)[N:8]([CH2:9][CH2:10][O:11][c:12]1[cH:13][c:14]([C:19]([NH2:20])=[O:21])[c:15]([OH:18])[cH:16][cH:17]1)[CH2:22][CH:23]([c:24]1[cH:25][cH:26][cH:27][cH:28][cH:29]1)[OH:30].[CH3:33][OH:34].[H:31][H:32]>>[NH:8]([CH2:9][CH2:10][O:11][c:12]1[cH:13][c:14]([C:19]([NH2:20])=[O:21])[c:15]([OH:18])[cH:16][cH:17]1)[CH2:22][CH:23]([c:24]1[cH:25][cH:26][cH:27][cH:28][cH:29]1)[OH:30]. The reactants are CC1=CC=C(C=C1)S(=O)(=O)C[C@@H]1CCC(N1CC1=CC=CC=C1)=O ((S)-5-[[(4-methylphenyl)sulfonyl]methyl]-1-(phenylmethyl)-2-pyrrolidinone), [I-].[Na+] (sodium iodide), CC(=O)C (acetone). Solvent: C1CCCCC1 (cyclohexane). Reaction conditions: temperature 10 celsius, time 8 hour. Product: IC[C@@H]1CCC(N1CC1=CC=CC=C1)=O ((S)-5-iodomethyl-1-(phenylmethyl)-2-pyrrolidinone). The yield is 91.8%. RXN SMILES: CC1C=CC(S([CH2:11][C@H:12]2[N:16]([CH2:17][C:18]3[CH:23]=[CH:22][CH:21]=[CH:20][CH:19]=3)[C:15](=[O:24])[CH2:14][CH2:13]2)(=O)=O)=CC=1.[I-:25].[Na+].CC(C)=O>C1CCCCC1>[I:25][CH2:11][C@H:12]1[N:16]([CH2:17][C:18]2[CH:23]=[CH:22][CH:21]=[CH:20][CH:19]=2)[C:15](=[O:24])[CH2:14][CH2:13]1 |f:1.2|. Procedure: A mixture of (S)-5-[[(4-methylphenyl)sulfonyl]methyl]-1-(phenylmethyl)-2-pyrrolidinone (244.5 g, 0.68 mol), sodium iodide (305 g, 2.03 mol), and 3 L of acetone was refluxed and stirred overnight. The suspension was cooled to 10° C. and was filtered. The salts were rinsed with three 250-mL portions of acetone, and the acetone washes and filtrate were concentrated on a rotary evaporator to a thick slurry. Methylene chloride (1.5 L) was added and the white precipitate was filtered off and washed wi... Starting materials: CS(=O)(=O)N1CCOC2=C1C=C(C=C2)C=2CCC(NN2)=O (6-(3,4-Dihydro-4-methanesulfonyl-1,4(2H)-benzoxazin-6-yl)-2,3,4,5-tetrahydropyridazin-3-one), C(CCCC)Br (pentyl bromide). Yields the product CS(=O)(=O)N1CCOC2=C1C=C(C=C2)C=2CCC(N(N2)CCCCC)=O (6-(3,4-Dihydro-4-methanesulfonyl-1,4(2H)-benzoxazin-6-yl)-2,3,4,5-tetrahydro-2-pentylpyridazin-3-one). As a reaction SMILES: [CH3:1][S:2]([N:5]1[C:10]2[CH:11]=[C:12]([C:15]3[CH2:16][CH2:17][C:18](=[O:21])[NH:19][N:20]=3)[CH:13]=[CH:14][C:9]=2[O:8][CH2:7][CH2:6]1)(=[O:4])=[O:3].[CH2:22](Br)[CH2:23][CH2:24][CH2:25][CH3:26]>>[CH3:1][S:2]([N:5]1[C:10]2[CH:11]=[C:12]([C:15]3[CH2:16][CH2:17][C:18](=[O:21])[N:19]([CH2:22][CH2:23][CH2:24][CH2:25][CH3:26])[N:20]=3)[CH:13]=[CH:14][C:9]=2[O:8][CH2:7][CH2:6]1)(=[O:4])=[O:3]. Procedure details: 6-(3,4-Dihydro-4-methanesulfonyl-1,4(2H)-benzoxazin-6-yl)-2,3,4,5-tetrahydropyridazin-3-one was reacted with pentyl bromide in place of methyl iodide following the procedure of Example 9. The title compound was recovered, yield 1.46 g, mp 138°-139° C.